From a dataset of the Open Reaction Database (ORD), a public repository of structured organic reaction records. describe an organic reaction: reactants, conditions, products, and yield Reactants: COCC(=O)Cl, CCCCOc1ccc2c(c1-c1ncnc3c(C(=O)NC4CCCNC4)c[nH]c13)OCO2. RXN SMILES: [CH3:33][O:34][CH2:35][C:36](=[O:37])[Cl:38].[NH:1]1[CH2:2][CH:3]([NH:7][C:8](=[O:9])[c:10]2[cH:11][nH:12][c:13]3[c:14]2[n:15][cH:16][n:17][c:18]3-[c:19]2[c:20]([O:28][CH2:29][CH2:30][CH2:31][CH3:32])[cH:21][cH:22][c:23]3[c:27]2[O:26][CH2:25][O:24]3)[CH2:4][CH2:5][CH2:6]1>>[N:1]1([C:36]([CH2:35][O:34][CH3:33])=[O:37])[CH2:2][CH:3]([NH:7][C:8](=[O:9])[c:10]2[cH:11][nH:12][c:13]3[c:14]2[n:15][cH:16][n:17][c:18]3-[c:19]2[c:20]([O:28][CH2:29][CH2:30][CH2:31][CH3:32])[cH:21][cH:22][c:23]3[c:27]2[O:26][CH2:25][O:24]3)[CH2:4][CH2:5][CH2:6]1. Yields the product CCCCOc1ccc2c(c1-c1ncnc3c(C(=O)NC4CCCN(C(=O)COC)C4)c[nH]c13)OCO2. The reactants are CC(O)(C(N)=O)c1ccc(C(=O)O)cc1, CC(=O)O, O=S(=O)(O)O. The product is C=C(C(N)=O)c1ccc(C(=O)O)cc1. As a reaction SMILES: [C:1](=[O:2])([OH:3])[c:4]1[cH:5][cH:6][c:7]([C:8]([C:9](=[O:10])[NH2:11])([CH3:12])[OH:13])[cH:14][cH:15]1.[CH3:21][C:22](=[O:23])[OH:24].[S:16](=[O:17])(=[O:18])([OH:19])[OH:20]>>[C:1](=[O:2])([OH:3])[c:4]1[cH:5][cH:6][c:7]([C:8]([C:9](=[O:10])[NH2:11])=[CH2:12])[cH:14][cH:15]1. Reactants: C1CCOC1, CC(C)[N-]C(C)C, Clc1ncnc2ccsc12, [Li+], N#N. Product: N#Cc1cc2ncnc(Cl)c2s1. As a reaction SMILES: [CH2:21]1[O:22][CH2:23][CH2:24][CH2:25]1.[CH:11]([N-:14][CH:12]([CH3:13])[CH3:15])([CH3:16])[CH3:17].[Cl:1][c:2]1[c:3]2[c:4]([n:5][cH:6][n:7]1)[cH:8][cH:9][s:10]2.[Li+:18].[N:19]#[N:20]>>[Cl:1][c:2]1[c:3]2[c:4]([n:5][cH:6][n:7]1)[cH:8][c:9]([C:11]#[N:14])[s:10]2.